The task is: describe an organic reaction: reactants, conditions, products, and yield. This data is from the Open Reaction Database (ORD), a public repository of structured organic reaction records. Reactants: C(C1=CC=CC=C1)C=1C=C2C(NC(=NC2=CC1F)N1N=CC(=C1)C(=O)OCC)=O (ethyl 1-(6-benzyl-7-fluoro-4-oxo-3,4-dihydroquinazolin-2-yl)-1H-pyrazole-4-carboxylate), C(C)NCC (diethylamine). Product: C(C1=CC=CC=C1)C=1C=C2C(=NC(=NC2=CC1F)N1N=CC(=C1)C(=O)O)N(CC)CC (1-(6-Benzyl-4-(diethylamino)-7-fluoroquinazolin-2-yl)-1H-pyrazole-4-carboxylic acid). Reaction SMILES: [CH2:1]([C:8]1[CH:9]=[C:10]2[C:15](=[CH:16][C:17]=1[F:18])[N:14]=[C:13]([N:19]1[CH:23]=[C:22]([C:24]([O:26]CC)=[O:25])[CH:21]=[N:20]1)[NH:12][C:11]2=O)[C:2]1[CH:7]=[CH:6][CH:5]=[CH:4][CH:3]=1.[CH2:30]([NH:32][CH2:33][CH3:34])[CH3:31]>>[CH2:1]([C:8]1[CH:9]=[C:10]2[C:15](=[CH:16][C:17]=1[F:18])[N:14]=[C:13]([N:19]1[CH:23]=[C:22]([C:24]([OH:26])=[O:25])[CH:21]=[N:20]1)[N:12]=[C:11]2[N:32]([CH2:33][CH3:34])[CH2:30][CH3:31])[C:2]1[CH:3]=[CH:4][CH:5]=[CH:6][CH:7]=1. Procedure: The above compound may be made analogous to Example 1 using ethyl 1-(6-benzyl-7-fluoro-4-oxo-3,4-dihydroquinazolin-2-yl)-1H-pyrazole-4-carboxylate in step D and diethylamine in step E. MS (ESI): predicted mass calcd. for C23H22FN5O2, 419.2